This data is from the Open Reaction Database (ORD), a public repository of structured organic reaction records. The task is: describe an organic reaction: reactants, conditions, products, and yield RXN SMILES: [CH3:18][S:19](=[O:20])[CH3:21].[Cl:1][CH2:2][c:3]1[cH:4][c:5]2[c:6]([cH:10][c:11]1[CH:12]([CH3:13])[CH3:14])[O:7][CH2:8][O:9]2.[Na:15][C:16]#[N:17]>>[CH2:2]([c:3]1[cH:4][c:5]2[c:6]([cH:10][c:11]1[CH:12]([CH3:13])[CH3:14])[O:7][CH2:8][O:9]2)[C:16]#[N:17]. The reactants are CS(C)=O, CC(C)c1cc2c(cc1CCl)OCO2, N#C[Na]. The product is CC(C)c1cc2c(cc1CC#N)OCO2.